Dataset: the Open Reaction Database (ORD), a public repository of structured organic reaction records. Task: describe an organic reaction: reactants, conditions, products, and yield Starting materials: CC(=O)C1=C(C=CC(=C1)F)N (2-amino-5-fluoroacetophenone), [O-]C#N.[K+] (potassium cyanate). The product is FC=1C=C2C(=NC(NC2=CC1)=O)C (6-Fluoro-4-methyl-2(1H)-quinazolinone), hydrate. RXN SMILES: [CH3:1][C:2]([C:4]1[CH:9]=[C:8]([F:10])[CH:7]=[CH:6][C:5]=1[NH2:11])=O.[O-:12][C:13]#[N:14].[K+]>>[F:10][C:8]1[CH:9]=[C:4]2[C:5](=[CH:6][CH:7]=1)[NH:11][C:13](=[O:12])[N:14]=[C:2]2[CH3:1] |f:1.2|. Reported procedure: 6-Fluoro-4-methyl-2(1H)-quinazolinone is prepared by treatment of 2-amino-5-fluoroacetophenone with potassium cyanate as in Example 18 and is isolated as the 1/4 hydrate, (mp 294°-296° C.).